Dataset: the Open Reaction Database (ORD), a public repository of structured organic reaction records. Task: describe an organic reaction: reactants, conditions, products, and yield The reactants are CC(C)(C)OC(=O)N1CCCC12CCNCC2, Clc1nc(N2CCOCC2)c2sc(CN3CCC(NCC4CC4)CC3)cc2n1. The product is CC(C)(C)OC(=O)N1CCCC12CCN(Cc1cc3nc(Cl)nc(N4CCOCC4)c3s1)CC2. Reaction SMILES: [C:29]([CH3:30])([CH3:31])([CH3:32])[O:33][C:34](=[O:35])[N:36]1[CH2:37][CH2:38][CH2:39][C:40]12[CH2:41][CH2:42][NH:43][CH2:44][CH2:45]2.[Cl:1][c:2]1[n:3][c:4]([N:23]2[CH2:24][CH2:25][O:26][CH2:27][CH2:28]2)[c:5]2[c:6]([n:7]1)[cH:8][c:9]([CH2:11][N:12]1[CH2:13][CH2:14][CH:15]([NH:16][CH2:17][CH:18]3[CH2:19][CH2:20]3)[CH2:21][CH2:22]1)[s:10]2>>[Cl:1][c:2]1[n:3][c:4]([N:23]2[CH2:24][CH2:25][O:26][CH2:27][CH2:28]2)[c:5]2[c:6]([n:7]1)[cH:8][c:9]([CH2:11][N:43]1[CH2:42][CH2:41][C:40]3([N:36]([C:34]([O:33][C:29]([CH3:30])([CH3:31])[CH3:32])=[O:35])[CH2:37][CH2:38][CH2:39]3)[CH2:45][CH2:44]1)[s:10]2.